This data is from the Open Reaction Database (ORD), a public repository of structured organic reaction records. The task is: describe an organic reaction: reactants, conditions, products, and yield Reactants: amine, C(=O)(Cl)Cl (phosgene), C1(=C(C=CC=C1)N)N (o-phenylenediamine), [OH-].[Na+] (sodium hydroxide). The solvent is O (water). Yields the product N=1C(N=C2C1C=CC=C2)=O (Benzimidazol-2-one). Yield: 98.0%. Reaction SMILES: [C:1](Cl)(Cl)=[O:2].[C:5]1([NH2:12])[CH:10]=[CH:9][CH:8]=[CH:7][C:6]=1[NH2:11].[OH-].[Na+]>O>[N:11]1[C:1](=[O:2])[N:12]=[C:5]2[CH:10]=[CH:9][CH:8]=[CH:7][C:6]=12 |f:2.3|. Procedure: 100 g (1.01 mol) of phosgene are passed into 108 g (1 mol) of o-phenylenediamine in 450 ml of water at 80° C. over a period of 4 hours, and the pH is kept constant at 10 by simultaneous metering in of 407 g (2.04 mol) of 20% strength aqueous sodium hydroxide solution. The end point of the reaction is determined by sampling for diazotizable amine. After cooling, the product which has precipitated is filtered off with suction, washed with water and dried. 131 g of benzimidazolone of melting point ... The reactants are Br (hydrogen bromide), C([O-])([O-])=O.[K+].[K+] (potassium carbonate), C1(=CC=CC=C1)C=1OC2=C(N1)C=CC(=C2)C(CCC)=O (1-(2-phenyl-benzoxazol-6-yl)-butan-1-one), [Br-].[Br-].[Br-].[NH+]1=CC=CC=C1.[NH+]1=CC=CC=C1.[NH+]1=CC=CC=C1 (pyridinium tribromide). The solvent is C(C)(=O)O (acetic acid), O (water), C(C)(=O)O (acetic acid). Conditions: time 1 hour. Product: BrC(C(=O)C1=CC2=C(N=C(O2)C2=CC=CC=C2)C=C1)CC (2-bromo-1-(2-phenyl-benzoxazol-6-yl)-butan-1-one). Reaction SMILES: [C:1]1([C:7]2[O:8][C:9]3[CH:15]=[C:14]([C:16](=[O:20])[CH2:17][CH2:18][CH3:19])[CH:13]=[CH:12][C:10]=3[N:11]=2)[CH:6]=[CH:5][CH:4]=[CH:3][CH:2]=1.[Br-:21].[Br-].[Br-].[NH+]1C=CC=CC=1.[NH+]1C=CC=CC=1.[NH+]1C=CC=CC=1.Br.C(=O)([O-])[O-].[K+].[K+]>C(O)(=O)C.O>[Br:21][CH:17]([CH2:18][CH3:19])[C:16]([C:14]1[CH:13]=[CH:12][C:10]2[N:11]=[C:7]([C:1]3[CH:6]=[CH:5][CH:4]=[CH:3][CH:2]=3)[O:8][C:9]=2[CH:15]=1)=[O:20] |f:1.2.3.4.5.6,8.9.10|. Reported procedure: 400 mg (1.51 mmol) 1-(2-phenyl-benzoxazol-6-yl)-butan-1-one and 643 mg (1.81 mmol) pyridinium tribromide are dissolved in 4 ml glacial acetic acid at RT, then 1.04 ml (5.40 mmol) hydrogen bromide, dissolved 30% in glacial acetic acid, are added and the mixture is stirred for 1 h at RT. Then the reaction mixture is mixed with water and adjusted to pH 8 with 5% potassium carbonate solution, then it is extracted with DCM, the org. phase is dried on magnesium sulphate and the solv. is eliminated com... Starting materials: CCO, CN1Cc2cccc([N+](=O)[O-])c2C1=O, ClCCl. Yields the product CN1Cc2cccc(N)c2C1=O. RXN SMILES: [CH3:18][CH2:19][OH:20].[CH3:1][N:2]1[C:3](=[O:14])[c:4]2[c:5]([N+:11]([O-:12])=[O:13])[cH:6][cH:7][cH:8][c:9]2[CH2:10]1.[Cl:15][CH2:16][Cl:17]>>[CH3:1][N:2]1[C:3](=[O:14])[c:4]2[c:5]([NH2:11])[cH:6][cH:7][cH:8][c:9]2[CH2:10]1. Conditions: time 20 hour. Run in C1CCOC1 (THF). Procedure details: A stirred solution of 2-amino-5,10-dihydro-dibenzo[b,e][1,4]diazepin-11-one (Example 6, 0.5 g, 2.22 mmol) in 20 mL of THF was cooled to 0° C. (ice/water bath). Benzoyl isothiocyanate was added dropwise over a period of 10 min. The mixture was warmed to room temperature and stirred for 20 hr. The solvent was evaporated and the yellow solid washed with 50 mL of 1:1 ethyl acetate/hexanes solution (yield 0.736 g, 85%). H1 NMR (DMSO d6) δ: 12.43 (s, 1H), 11.53 (s, 1H), 9.92 (s, 1H), 8.00-7.95 (m, 3H)... RXN SMILES: [NH2:1][C:2]1[CH:17]=[CH:16][C:5]2[NH:6][C:7]3[CH:15]=[CH:14][CH:13]=[CH:12][C:8]=3[NH:9][C:10](=[O:11])[C:4]=2[CH:3]=1.[C:18]([N:26]=[C:27]=[S:28])(=[O:25])[C:19]1[CH:24]=[CH:23][CH:22]=[CH:21][CH:20]=1>C1COCC1>[C:18]([NH:26][C:27]([NH:1][C:2]1[CH:17]=[CH:16][C:5]2[NH:6][C:7]3[CH:15]=[CH:14][CH:13]=[CH:12][C:8]=3[NH:9][C:10](=[O:11])[C:4]=2[CH:3]=1)=[S:28])(=[O:25])[C:19]1[CH:24]=[CH:23][CH:22]=[CH:21][CH:20]=1. Yields the product C(C1=CC=CC=C1)(=O)NC(=S)NC1=CC2=C(NC3=C(NC2=O)C=CC=C3)C=C1 (1-Benzoyl-3-(11-oxo-10,11-dihydro-5H-dibenzo[b,e][1,4]diazepin-2-yl)-thiourea). Reactants: NC1=CC2=C(NC3=C(NC2=O)C=CC=C3)C=C1 (2-amino-5,10-dihydro-dibenzo[b,e][1,4]diazepin-11-one), ice water, C(C1=CC=CC=C1)(=O)N=C=S (Benzoyl isothiocyanate). Reactants: N1(CCCC1)CCN1N=CC2=CC(=CC=C12)N (1-(2-pyrrolidin-1-yl-ethyl)-1H-indazol-5-ylamine), C(C1=CC=CC=C1)OC1=CC=C(C=C1)CC(=O)O ((4-benzyloxy-phenyl)-acetic acid), Cl.C(C)N=C=NC(CC)(C)C (ethyldimethylpropylcarbodiimide hydrochloride), ON1N=NC2=C1C=CC=C2 (N-hydroxybenzotriazole), CN1CCOCC1 (N-methyl morpholine). Run in CN(C)C=O (DMF). Reaction conditions: time 6 hour. Product: C(C1=CC=CC=C1)OC1=CC=C(C=C1)CC(=O)NC=1C=C2C=NN(C2=CC1)CCN1CCCC1 (2-[4-(benzyloxy)phenyl]-N-[1-(2-pyrrolidin-1-ylethyl)-1H-indazol-5-yl]acetamide). RXN SMILES: [N:1]1([CH2:6][CH2:7][N:8]2[C:16]3[C:11](=[CH:12][C:13]([NH2:17])=[CH:14][CH:15]=3)[CH:10]=[N:9]2)[CH2:5][CH2:4][CH2:3][CH2:2]1.[CH2:18]([O:25][C:26]1[CH:31]=[CH:30][C:29]([CH2:32][C:33](O)=[O:34])=[CH:28][CH:27]=1)[C:19]1[CH:24]=[CH:23][CH:22]=[CH:21][CH:20]=1.Cl.C(N=C=NC(C)(C)CC)C.ON1C2C=CC=CC=2N=N1.CN1CCOCC1>CN(C=O)C>[CH2:18]([O:25][C:26]1[CH:27]=[CH:28][C:29]([CH2:32][C:33]([NH:17][C:13]2[CH:12]=[C:11]3[C:16](=[CH:15][CH:14]=2)[N:8]([CH2:7][CH2:6][N:1]2[CH2:5][CH2:4][CH2:3][CH2:2]2)[N:9]=[CH:10]3)=[O:34])=[CH:30][CH:31]=1)[C:19]1[CH:20]=[CH:21][CH:22]=[CH:23][CH:24]=1 |f:2.3|. Procedure details: A mixture of 1-(2-pyrrolidin-1-yl-ethyl)-1H-indazol-5-ylamine (60 mg, 0.26 mmol), (4-benzyloxy-phenyl)-acetic acid (63 mg, 0.26 mmol), ethyldimethylpropylcarbodiimide hydrochloride (60 mg g, 0.31 mmol), N-hydroxybenzotriazole (42 mg, 0.31 mmol), and N-methyl morpholine (66 mg, 0.62 mmol) in 2 mL of DMF was shaken for 6 hours. The mixture was concentrated under reduced pressure and the residue was dissolved in 1.5 mL of a 1:1 mixture of dimethyl sulfoxide/methanol and purified by preparative reve... Starting materials: ClC1=CC(=CC=C1)C(=O)OO (m-chloroperbenzoic acid), C(Cl)(Cl)Cl (chloroform), C(Cl)(Cl)Cl (chloroform), CSC(C1=CC=C(C=C1)Cl)C1=CC=C(C=C1)Cl (bis(p-chlorophenyl)methyl methyl sulfide), C([O-])([O-])=O.[K+].[K+] (potassium carbonate). Solvent: O (water). Reaction conditions: time 2 hour. The product is CS(=O)C(C1=CC=C(C=C1)Cl)C1=CC=C(C=C1)Cl (Bis(p-chlorophenyl)methyl methyl sulfoxide). Yield: 78.2%. Reaction SMILES: ClC1C=CC=C(C(OO)=[O:9])C=1.C(Cl)(Cl)Cl.[CH3:16][S:17][CH:18]([C:26]1[CH:31]=[CH:30][C:29]([Cl:32])=[CH:28][CH:27]=1)[C:19]1[CH:24]=[CH:23][C:22]([Cl:25])=[CH:21][CH:20]=1.C(=O)([O-])[O-].[K+].[K+]>O>[CH3:16][S:17]([CH:18]([C:19]1[CH:20]=[CH:21][C:22]([Cl:25])=[CH:23][CH:24]=1)[C:26]1[CH:31]=[CH:30][C:29]([Cl:32])=[CH:28][CH:27]=1)=[O:9] |f:3.4.5|. Procedure: A solution of 10.7 grams (0.0525 mole) of m-chloroperbenzoic acid in 150 ml. of chloroform was slowly added to a cool solution (5°-7° C.) of 14.1 grams (0.050 mole) of bis(p-chlorophenyl)methyl methyl sulfide in 500 ml. of chloroform, and the resulting solution stirred for 2 hours at a temperature of 5° C., while a white precipitate formed. The mixture after warming to ambient temperature and holding at this temperature for a two hour period was then mixed with a solution having 20 grams of pota...